From a dataset of the Open Reaction Database (ORD), a public repository of structured organic reaction records. describe an organic reaction: reactants, conditions, products, and yield The reactants are NC1(CCCC2=CC(=CC=C12)OC)CO (1-amino-1,2,3,4-tetrahydro-6-methoxy-1-naphthalenemethanol), CN (methylamine), FC1=C(C(=O)Cl)C(=CC=C1)F (2,6-difluorobenzoylchloride). Solvent: C1CCOC1 (THF), C1CCOC1 (THF). Run at time 30 minute. Product: FC1=C(C(=O)NC2(CCCC3=CC(=CC=C23)OC)CO)C(=CC=C1)F (2,6-difluoro-N-[1,2,3,4-tetrahydro-1-(hydroxymethyl)-6-methoxy-1-naphthalenyl]benzamide). RXN SMILES: [NH2:1][C:2]1([CH2:14][OH:15])[C:11]2[C:6](=[CH:7][C:8]([O:12][CH3:13])=[CH:9][CH:10]=2)[CH2:5][CH2:4][CH2:3]1.CN.[F:18][C:19]1[CH:27]=[CH:26][CH:25]=[C:24]([F:28])[C:20]=1[C:21](Cl)=[O:22]>C1COCC1>[F:18][C:19]1[CH:27]=[CH:26][CH:25]=[C:24]([F:28])[C:20]=1[C:21]([NH:1][C:2]1([CH2:14][OH:15])[C:11]2[C:6](=[CH:7][C:8]([O:12][CH3:13])=[CH:9][CH:10]=2)[CH2:5][CH2:4][CH2:3]1)=[O:22]. Procedure details: To a stirring mixture of 2.0 g (0.00965 mol) of the product of Step C, 976 mg (0.00965 mol) of methylamine in 30 mL of THF at 0° C. was added dropwise a solution of 2,6-difluorobenzoylchloride in 15 mL of THF. The reaction mixture was stirred at ambient temperature for 30 minutes. The precipitated triethylamine hydrochloride was filtered off and the filtrate concentrated. It was purified by passing through a silica gel column eluting with EtOAc:Hexane (2:3) to afford a white solid: mp 174°-175° ... Starting materials: O=c1[nH]c2cc(F)ccc2o1, O, O=[N+]([O-])O. Product: O=c1[nH]c2cc(F)c([N+](=O)[O-])cc2o1. RXN SMILES: [F:5][c:6]1[cH:7][cH:8][c:9]2[c:10]([nH:11][c:12](=[O:14])[o:13]2)[cH:15]1.[OH2:16].[OH:1][N+:2]([O-:3])=[O:4]>>[O-:1][N+:2](=[O:4])[c:7]1[c:6]([F:5])[cH:15][c:10]2[c:9]([cH:8]1)[o:13][c:12](=[O:14])[nH:11]2. The reactants are CC(C)(C)OC(=O)N1C2CCC(C2)C1CNC(=O)C(F)(F)F, Cl, C1COCCO1. Yields the product O=C(NCC1NC2CCC1C2)C(F)(F)F. As a reaction SMILES: [C:2]([O:3][C:4](=[O:5])[N:9]1[CH:10]2[CH2:11][CH2:12][CH:13]([CH:14]1[CH2:15][NH:16][C:17]([C:18]([F:19])([F:20])[F:21])=[O:22])[CH2:23]2)([CH3:6])([CH3:7])[CH3:8].[ClH:1].[O:24]1[CH2:25][CH2:26][O:27][CH2:28][CH2:29]1>>[NH:9]1[CH:10]2[CH2:11][CH2:12][CH:13]([CH:14]1[CH2:15][NH:16][C:17]([C:18]([F:19])([F:20])[F:21])=[O:22])[CH2:23]2. Reactants: C=CCOP(=O)(OCC=C)OCCC(C)(C)C(=O)OCc1ccc(OC)cc1, COc1ccccc1, O=C(O)C(F)(F)F. Yields the product C=CCOP(=O)(OCC=C)OCCC(C)(C)C(=O)O. Reaction SMILES: [CH2:1]([CH:2]=[CH2:3])[O:4][P:5](=[O:6])([O:7][CH2:8][CH:9]=[CH2:10])[O:11][CH2:12][CH2:13][C:14]([C:15](=[O:16])[O:17][CH2:18][c:19]1[cH:20][cH:21][c:22]([O:23][CH3:24])[cH:25][cH:26]1)([CH3:27])[CH3:28].[CH3:29][O:30][c:31]1[cH:32][cH:33][cH:34][cH:35][cH:36]1.[OH:37][C:38]([C:39]([F:40])([F:41])[F:42])=[O:43]>>[CH2:1]([CH:2]=[CH2:3])[O:4][P:5](=[O:6])([O:7][CH2:8][CH:9]=[CH2:10])[O:11][CH2:12][CH2:13][C:14]([C:15](=[O:16])[OH:17])([CH3:27])[CH3:28]. Reactants: COc1ccc(CN)cc1, COC, N#Cc1ccc(F)c(F)c1, [Na+], O=C([O-])O. The product is COc1ccc(CNc2ccc(C#N)cc2F)cc1. Reaction SMILES: [CH3:1][O:2][c:3]1[cH:4][cH:5][c:6]([CH2:7][NH2:8])[cH:9][cH:10]1.[CH3:26][O:27][CH3:28].[F:11][c:12]1[cH:13][c:14]([C:15]#[N:16])[cH:17][cH:18][c:19]1[F:20].[Na+:21].[OH:22][C:23](=[O:24])[O-:25]>>[CH3:1][O:2][c:3]1[cH:4][cH:5][c:6]([CH2:7][NH:8][c:19]2[c:12]([F:11])[cH:13][c:14]([C:15]#[N:16])[cH:17][cH:18]2)[cH:9][cH:10]1. The reactants are C(CCC)(=O)C=1C=NC2=C(C=CC=C2C1Cl)OC (3-butyryl-4-chloro-8-methoxyquinoline), B(Br)(Br)Br (boron tribromide). Run in ClCCl (dichloromethane). Reaction conditions: time 8 hour. The product is C(CCC)(=O)C=1C=NC2=C(C=CC=C2C1Cl)O (3-butyryl-4-chloro-8-hydroxyquinoline). As a reaction SMILES: [C:1]([C:6]1[CH:7]=[N:8][C:9]2[C:14]([C:15]=1[Cl:16])=[CH:13][CH:12]=[CH:11][C:10]=2[O:17]C)(=[O:5])[CH2:2][CH2:3][CH3:4].B(Br)(Br)Br>ClCCl>[C:1]([C:6]1[CH:7]=[N:8][C:9]2[C:14]([C:15]=1[Cl:16])=[CH:13][CH:12]=[CH:11][C:10]=2[OH:17])(=[O:5])[CH2:2][CH2:3][CH3:4]. Reported procedure: 3-butyryl-4-chloro-8-methoxyquinoline (26.3 g, 0.1 mol) in dichloromethane 250 ml) was cooled to -78° C. under nitrogen, and boron tribromide (75 g, 0.3 mol) added slowly. The solution was stirred overnight, warming gradually to room temperature, then quenched with water. The organic solution was separated and evaporated to give the crude product, which was used immediately without further purification. Reported procedure: In a nitrogen atmosphere, a solution prepared by mixing 90.33 g of 4-propylbromobenzene, 2.62 g of tetrakis-triphenylphosphine palladium, 240 mL of an aqueous potassium carbonate solution (2 mol/L), and 450 mL of THF was heated to 60° C., and 71.65 g of 3,5-difluorophenylboronic acid was added to the solution over 30 minutes. The resultant mixture was stirred at 60° C. for 30 minutes and then allowed to cool. Then, hexane was added to the mixture to separate an organic layer, and the organic lay... Run at temperature 60 celsius. Solvent: CCCCCC (hexane). As a reaction SMILES: [CH2:1]([C:4]1[CH:9]=[CH:8][C:7](Br)=[CH:6][CH:5]=1)[CH2:2][CH3:3].C(=O)([O-])[O-].[K+].[K+].C1COCC1.[F:22][C:23]1[CH:24]=[C:25](B(O)O)[CH:26]=[C:27]([F:29])[CH:28]=1>CCCCCC>[F:22][C:23]1[CH:24]=[C:25]([C:7]2[CH:8]=[CH:9][C:4]([CH2:1][CH2:2][CH3:3])=[CH:5][CH:6]=2)[CH:26]=[C:27]([F:29])[CH:28]=1 |f:1.2.3|. The product is FC=1C=C(C=C(C1)F)C1=CC=C(C=C1)CCC (3,5-difluoro-1-(4-propylphenyl)benzene). Isolated yield 99.6%. Starting materials: C(CC)C1=CC=C(C=C1)Br (4-propylbromobenzene), tetrakis-triphenylphosphine palladium, C([O-])([O-])=O.[K+].[K+] (potassium carbonate), C1CCOC1 (THF), FC=1C=C(C=C(C1)F)B(O)O (3,5-difluorophenylboronic acid), resultant mixture.